Dataset: the Open Reaction Database (ORD), a public repository of structured organic reaction records. Task: describe an organic reaction: reactants, conditions, products, and yield Reactants: COCCOc1cc(NC(=O)OC(C)(C)C)c([N+](=O)[O-])cc1I, OB(O)c1ccccc1F. Product: COCCOc1cc(NC(=O)OC(C)(C)C)c([N+](=O)[O-])cc1-c1ccccc1F. RXN SMILES: [C:1]([CH3:2])([CH3:3])([CH3:4])[O:5][C:6]([NH:7][c:8]1[c:9]([N+:20](=[O:21])[O-:22])[cH:10][c:11]([I:19])[c:12]([O:14][CH2:15][CH2:16][O:17][CH3:18])[cH:13]1)=[O:23].[F:24][c:25]1[c:26]([B:31]([OH:32])[OH:33])[cH:27][cH:28][cH:29][cH:30]1>>[C:1]([CH3:2])([CH3:3])([CH3:4])[O:5][C:6]([NH:7][c:8]1[c:9]([N+:20](=[O:21])[O-:22])[cH:10][c:11](-[c:26]2[c:25]([F:24])[cH:30][cH:29][cH:28][cH:27]2)[c:12]([O:14][CH2:15][CH2:16][O:17][CH3:18])[cH:13]1)=[O:23]. Reactants: CCOC(=O)OCC, C1CCOC1, CN(C)P(=O)(N(C)C)N(C)C, CC(C)NC(C)C, Cc1ccnc(Cl)c1, [Li]CCCC. The product is CCOC(=O)Cc1ccnc(Cl)c1. Reaction SMILES: [C:21]([O:22][CH2:23][CH3:24])([O:25][CH2:27][CH3:28])=[O:26].[CH2:40]1[O:41][CH2:42][CH2:43][CH2:44]1.[CH3:29][N:30]([P:31]([N:32]([CH3:33])[CH3:34])([N:35]([CH3:36])[CH3:37])=[O:38])[CH3:39].[CH:1]([NH:2][CH:3]([CH3:4])[CH3:5])([CH3:6])[CH3:7].[Cl:13][c:14]1[n:15][cH:16][cH:17][c:18]([CH3:20])[cH:19]1.[Li:8][CH2:9][CH2:10][CH2:11][CH3:12]>>[Cl:13][c:14]1[n:15][cH:16][cH:17][c:18]([CH2:20][C:21]([O:22][CH2:23][CH3:24])=[O:25])[cH:19]1. Reactants: C1(=CC=C(C=C1)SCC(C(=O)OCC)O)C1=CC=CC=C1 (ethyl 3-(4-biphenylylthio)lactate), Cl (HCl), O (water), O1CCCC1 (tetrahydrofuran). Run in [OH-].[Na+] (NaOH). Yields the product C1(=CC=C(C=C1)SCC(C(=O)O)O)C1=CC=CC=C1 (3-(4-biphenylylthio)-2-hydroxypropionic acid). Isolated yield 76.4%. Reaction SMILES: [C:1]1([C:16]2[CH:21]=[CH:20][CH:19]=[CH:18][CH:17]=2)[CH:6]=[CH:5][C:4]([S:7][CH2:8][CH:9]([OH:15])[C:10]([O:12]CC)=[O:11])=[CH:3][CH:2]=1.O.O1CCCC1.Cl>[OH-].[Na+]>[C:1]1([C:16]2[CH:17]=[CH:18][CH:19]=[CH:20][CH:21]=2)[CH:6]=[CH:5][C:4]([S:7][CH2:8][CH:9]([OH:15])[C:10]([OH:12])=[O:11])=[CH:3][CH:2]=1 |f:4.5|. Procedure: A mixture of ethyl 3-(4-biphenylylthio)lactate (0.093 g, 0.31 mmole), in NaOH (0.5 ml), water (2 ml) and tetrahydrofuran (1 ml) was stirred overnight at 25° C. The mixture was acidified (1 N HCl, 0.5 ml) and then extracted with methylene chloride (3×5 ml). The residue from evaporation of the methylene chloride was recrystallized from acetonitrile to yield 0.065 g of 3-(4-biphenylylthio)-2-hydroxypropionic acid, m.p. 175.5°-176° C.